Dataset: the Open Reaction Database (ORD), a public repository of structured organic reaction records. Task: describe an organic reaction: reactants, conditions, products, and yield Reactants: [H-].[Al+3].[Li+].[H-].[H-].[H-] (lithium aluminum hydride), C1=CC2=C3C(=C1)NS(=O)(=O)C3=CC=C2 (1,8-naphthosultam). Run in CCOCC (ether), O1CCCC1 (tetrahydrofuran). Yields the product NC=1C=CC=C2C=CC=C(C12)S (8-amino-1-naphthalenethiol). Isolated yield 79.0%. RXN SMILES: [H-].[Al+3].[Li+].[H-].[H-].[H-].[CH:7]1[CH:12]=[C:11]2[NH:13][S:14]([C:17]3=[CH:18][CH:19]=[CH:20][C:9](=[C:10]23)[CH:8]=1)(=O)=O>CCOCC.O1CCCC1>[NH2:13][C:11]1[CH:12]=[CH:7][CH:8]=[C:9]2[C:10]=1[C:17]([SH:14])=[CH:18][CH:19]=[CH:20]2 |f:0.1.2.3.4.5|. Procedure details: To a mixture of 3.0 g of lithium aluminum hydride in 150 mL of anhydrous ether was added dropwise a solution of 4.0 g of 1,8-naphthosultam in 15 mL of anhydrous tetrahydrofuran over a period of 45 minutes while maintaining a gentle reflux. After completion of the addition, the yellow mixture was refluxed for another hour. The mixture was cooled in an ice-bath and the excess of lithium aluminum hydride was destroyed by dropwise addition of 10 mL of water. The resulting mixture was acidified with ...